From a dataset of the Open Reaction Database (ORD), a public repository of structured organic reaction records. describe an organic reaction: reactants, conditions, products, and yield Starting materials: N1N=CC=C1 (pyrazole), ClC=1N=C(C2=C(N1)SC(=C2)[N+](=O)[O-])NCC2=CC(=C(C=C2)OC)Cl (2-chloro-6-nitro-4-(3-chloro-4-methoxybenzylamino)-thieno-[2,3-d]-pyrimidine). Yields the product N1(N=CC=C1)C=1N=C(C2=C(N1)SC(=C2)[N+](=O)[O-])NCC2=CC(=C(C=C2)OC)Cl (2-(pyrazol-1-yl)-6-nitro-4-(3-chloro-4-methoxybenzylamino)-thieno-[2,3-d]-pyrimidine). Reaction SMILES: [NH:1]1[CH:5]=[CH:4][CH:3]=[N:2]1.Cl[C:7]1[N:8]=[C:9]([NH:19][CH2:20][C:21]2[CH:26]=[CH:25][C:24]([O:27][CH3:28])=[C:23]([Cl:29])[CH:22]=2)[C:10]2[CH:15]=[C:14]([N+:16]([O-:18])=[O:17])[S:13][C:11]=2[N:12]=1>>[N:1]1([C:7]2[N:8]=[C:9]([NH:19][CH2:20][C:21]3[CH:26]=[CH:25][C:24]([O:27][CH3:28])=[C:23]([Cl:29])[CH:22]=3)[C:10]3[CH:15]=[C:14]([N+:16]([O-:18])=[O:17])[S:13][C:11]=3[N:12]=2)[CH:5]=[CH:4][CH:3]=[N:2]1. Procedure details: Following the procedure of Example 97, the reaction of pyrazole with 2-chloro-6-nitro-4-(3-chloro-4-methoxybenzylamino)-thieno-[2,3-d]-pyrimidine gives 2-(pyrazol-1-yl)-6-nitro-4-(3-chloro-4-methoxybenzylamino)-thieno-[2,3-d]-pyrimidine. The reactants are C1(=CC=CC=C1)P(C1=CC=CC=C1)C1=CC=CC=C1 (Triphenylphosphine), C(Br)(Br)(Br)Br (CBr4), C(C)(C)(C)OC(=O)N(C(=O)OC(C)(C)C)C1=NC=C(C(=C1)C)CO (2-[N,N-bis(tert-butoxycarbonyl)amino]-5-hydroxymethyl-4-methylpyridin). Solvent: ClCCl (dichloromethane), ClCCl (dichloromethane). Run at time 3 hour. Yields the product BrCC=1C(=CC(=NC1)N(C(=O)OC(C)(C)C)C(=O)OC(C)(C)C)C (5-bromomethyl-2-[N,N-bis(tert-butoxycarbonyl)amino]-4-methylpyridin). The yield is 90.1%. Reaction SMILES: C1(P(C2C=CC=CC=2)C2C=CC=CC=2)C=CC=CC=1.[C:20]([Br:24])(Br)(Br)Br.[C:25]([O:29][C:30]([N:32]([C:40]1[CH:45]=[C:44]([CH3:46])[C:43](CO)=[CH:42][N:41]=1)[C:33]([O:35][C:36]([CH3:39])([CH3:38])[CH3:37])=[O:34])=[O:31])([CH3:28])([CH3:27])[CH3:26]>ClCCl>[Br:24][CH2:20][C:43]1[C:44]([CH3:46])=[CH:45][C:40]([N:32]([C:33]([O:35][C:36]([CH3:39])([CH3:38])[CH3:37])=[O:34])[C:30]([O:29][C:25]([CH3:28])([CH3:27])[CH3:26])=[O:31])=[N:41][CH:42]=1. Reported procedure: Triphenylphosphine (4.69 g, 17.9 mmol) and CBr4 (4.89 g, 14.8 mmol) was added to a solution of 2-[N,N-bis(tert-butoxycarbonyl)amino]-5-hydroxymethyl-4-methylpyridin (5.00 g, 22.0 mmol) in dichloromethane (130 mL) at 0° C. The reaction mixture was stirred for 3 h and was then diluted with dichloromethane. The organic phase was washed with water, dried and concentrated under reduced pressure. Flash chromatography (hexane/EtOAc, 80:20) gave 5-bromomethyl-2-[N,N-bis(tert-butoxycarbonyl)amino]-4-meth...